This data is from the Open Reaction Database (ORD), a public repository of structured organic reaction records. The task is: describe an organic reaction: reactants, conditions, products, and yield Starting materials: C(=O)(OC(C)(C)C)N[C@@H](CC1=CC=CC=C1)[C@@H]1C[C@H](C(O1)=O)CC1=C(C=C(C=C1)OC)OC (5(S)-[1(S)-(Boc-amino)-2-phenylethyl]-3(R)-[(2,4-dimethoxyphenyl)methyl]dihydrofuran-2-(3H)-one), solution, [Li+].[OH-] (LiOH), COCCOC (ethylene glycol dimethyl ether). The solvent is O (water), O (water), C(C)(=O)OCC (ethyl acetate). Run at time 1.75 hour. The product is C(=O)(OC(C)(C)C)N[C@H]([C@H](C[C@H](C(=O)O)CC1=C(C=C(C=C1)OC)OC)O)CC1=CC=CC=C1 (5(S)-(Boc-Amino)-4(S)-hydroxy-6-phenyl-2(R)-[(2,4-dimethoxyphenyl)methyl]hexanoic acid). Reaction SMILES: [C:1]([NH:8][C@H:9]([C@H:17]1[O:21][C:20](=[O:22])[C@H:19]([CH2:23][C:24]2[CH:29]=CC(OC)=[CH:26][C:25]=2[O:32][CH3:33])[CH2:18]1)[CH2:10][C:11]1[CH:16]=[CH:15][CH:14]=[CH:13][CH:12]=1)([O:3][C:4]([CH3:7])([CH3:6])[CH3:5])=[O:2].[Li+].[OH-:35].CO[CH2:38][CH2:39][O:40][CH3:41]>O.C(OCC)(=O)C>[C:1]([NH:8][C@@H:9]([CH2:10][C:11]1[CH:16]=[CH:15][CH:14]=[CH:13][CH:12]=1)[C@@H:17]([OH:35])[CH2:18][C@@H:19]([CH2:23][C:24]1[CH:29]=[CH:38][C:39]([O:40][CH3:41])=[CH:26][C:25]=1[O:32][CH3:33])[C:20]([OH:21])=[O:22])([O:3][C:4]([CH3:7])([CH3:5])[CH3:6])=[O:2] |f:1.2|. Procedure: A solution of 1.58 g (3.47 mmol) of 5(S)-[1(S)-(Boc-amino)-2-phenylethyl]-3(R)-[(2,4-dimethoxyphenyl)methyl]dihydrofuran-2-(3H)-one in 56 ml of ethylene glycol dimethyl ether and 28.2 ml of water is treated, at RT, with 13.87 ml of a 1M solution of LiOH in water, and this mixture is stirred for 1.75 h. After that, the reaction mixture is diluted with ethyl acetate and a little THF and the whole is washed firstly with a mixture consisting of 170.6 ml of sat. ammonium chloride solution and 14.25 m... Reactants: C1OC2=C(C[C@H](N)C(=O)O)C=CC=C2O1 (2,3-methylenedioxyphenylalanine), Cl (hydrogen chloride), P(Cl)(Cl)(Cl)(Cl)Cl (phosphorous pentachloride), Cl.C1(=CC=CC=C1)NCC(=O)Cl (phenylglycyl chloride hydrochloride). Product: Cl.C1OC2=C(C[C@H](N)C(=O)Cl)C=CC=C2O1 (2,3-methylenedioxyphenylalanyl chloride hydrochloride). RXN SMILES: [CH2:1]1[O:15][C:14]2[C:3](=[C:4]([CH:11]=[CH:12][CH:13]=2)[CH2:5][C@@H:6]([C:8](O)=[O:9])[NH2:7])[O:2]1.Cl.P(Cl)(Cl)(Cl)(Cl)[Cl:18].Cl.C1(NCC([Cl:34])=O)C=CC=CC=1>>[ClH:18].[CH2:1]1[O:15][C:14]2[C:3](=[C:4]([CH:11]=[CH:12][CH:13]=2)[CH2:5][C@@H:6]([C:8]([Cl:34])=[O:9])[NH2:7])[O:2]1 |f:3.4,5.6|. Procedure: The compound 2,3-methylenedioxyphenylalanine, is treated with hydrogen chloride and phosphorous pentachloride in accordance with the procedure described by Hartcastle et al., J. Org. Chem., 31, 897 (1966) for the preparation of phenylglycyl chloride hydrochloride to yield 2,3-methylenedioxyphenylalanyl chloride hydrochloride. The reactants are ice water, ClC=1C=CC2=C(C=C(O2)C2=CC=C(C=C2)OCCCN(CC)CC)C1 (5-chloro-2-[4-(3-diethylaminopropyloxy)phenyl]benzofuran), Cl[Sn](Cl)(Cl)Cl (SnCl4), C(C1=CC=C(C=C1)OC)(=O)Cl (Anisoyl chloride). Solvent: C(Cl)Cl (DCM). Conditions: time 2 hour. Yields the product ClC=1C=CC2=C(C(=C(O2)C2=CC=C(C=C2)OCCCN(CC)CC)C(C2=CC=C(C=C2)OC)=O)C1 (5-chloro-2-[4(3-diethylaminopropyloxy)phenyl]-3-(4-methoxybenzoyl)benzofuran). As a reaction SMILES: [Cl:1][C:2]1[CH:3]=[CH:4][C:5]2[O:9][C:8]([C:10]3[CH:15]=[CH:14][C:13]([O:16][CH2:17][CH2:18][CH2:19][N:20]([CH2:23][CH3:24])[CH2:21][CH3:22])=[CH:12][CH:11]=3)=[CH:7][C:6]=2[CH:25]=1.[C:26](Cl)(=[O:35])[C:27]1[CH:32]=[CH:31][C:30]([O:33][CH3:34])=[CH:29][CH:28]=1.Cl[Sn](Cl)(Cl)Cl>C(Cl)Cl>[Cl:1][C:2]1[CH:3]=[CH:4][C:5]2[O:9][C:8]([C:10]3[CH:11]=[CH:12][C:13]([O:16][CH2:17][CH2:18][CH2:19][N:20]([CH2:23][CH3:24])[CH2:21][CH3:22])=[CH:14][CH:15]=3)=[C:7]([C:26](=[O:35])[C:27]3[CH:32]=[CH:31][C:30]([O:33][CH3:34])=[CH:29][CH:28]=3)[C:6]=2[CH:25]=1. Reported procedure: A solution of the product from Example 4(i) (1 g, 2.8 mmol) in dry DCM was stirred at 0° C. under nitrogen. Anisoyl chloride (4.9 mmol) was added followed by a solution of SnCl4 (1M DCM, 4.9 mmol). An immediate red colour occurred and stirring was continued for 2 hours. The reaction mixture was added carefully to 100 ml of ice-water and the aqueous was extracted with ethylacetate (3×100 Ml). The organic extracts were combined, dried (Na2SO4) and evaporated to give a bright yellow oil. This was p... Reactants: NC=1N=CC=2NC3=CC=CC=C3C2C1 (3-amino-β-carboline), Br (hydrobromic acid), N(=O)[O-].[Na+] (sodium nitrite), copper-I-bromide, Br (hydrobromic acid). Product: BrC=1N=CC=2NC3=CC=CC=C3C2C1 (3-bromo-β-carboline). Reaction SMILES: N[C:2]1[N:3]=[CH:4][C:5]2[NH:6][C:7]3[C:12]([C:13]=2[CH:14]=1)=[CH:11][CH:10]=[CH:9][CH:8]=3.N([O-])=O.[Na+].[BrH:19]>>[Br:19][C:2]1[N:3]=[CH:4][C:5]2[NH:6][C:7]3[C:12]([C:13]=2[CH:14]=1)=[CH:11][CH:10]=[CH:9][CH:8]=3 |f:1.2|. Procedure: 2 g of 3-amino-β-carboline, suspended in 25 ml of 48% hydrobromic acid, are mixed with 6 ml of a 2-molar sodium nitrite solution at 0°-5° C. The mixture is added at 0°-5° C. to a solution of 2.1 g of copper-I-bromide in 20 ml of 24% hydrobromic acid. The reaction mixture is heated briefly in a steam bath and then repeatedly extracted with a mixture consisting of 9 parts of ethyl acetate and one part of ethane. The combined extracts are evaporated, the residue chromatographed (silica gel, methyle... Reaction SMILES: [Cl:1][C:2]1[C:7]([C:8]2[N:9]=[C:10]([C:20]([CH3:23])([CH3:22])[CH3:21])[S:11][C:12]=2[C:13]2[CH:18]=[CH:17][N:16]=[C:15](Cl)[N:14]=2)=[CH:6][CH:5]=[CH:4][C:3]=1[NH:24][S:25]([C:28]1[CH:32]=[CH:31][O:30][CH:29]=1)(=[O:27])=[O:26].C([O-])=O.[NH4+]>>[Cl:1][C:2]1[C:7]([C:8]2[N:9]=[C:10]([C:20]([CH3:23])([CH3:22])[CH3:21])[S:11][C:12]=2[C:13]2[CH:18]=[CH:17][N:16]=[CH:15][N:14]=2)=[CH:6][CH:5]=[CH:4][C:3]=1[NH:24][S:25]([C:28]1[CH:32]=[CH:31][O:30][CH:29]=1)(=[O:27])=[O:26] |f:1.2|. Isolated yield 39.0%. Yields the product ClC1=C(C=CC=C1C=1N=C(SC1C1=NC=NC=C1)C(C)(C)C)NS(=O)(=O)C1=COC=C1 (N-{2-chloro-3-[2-(1,1-dimethylethyl)-5-(4-pyrimidinyl)-1,3-thiazol-4-yl]phenyl}-3-furansulfonamide), solid. Reported procedure: Following a procedure analogous to the procedure described in Example 26 using N-{2-chloro-3-[5-(2-chloro-4-pyrimidinyl)-2-(1,1-dimethylethyl)-1,3-thiazol-4-yl]phenyl}-3-furansulfonamide (130 mg, 0.255 mmol) and ammonium formate (161 mg, 2.55 mmol), the title compound was obtained as a white solid (50 mg, 39% yield). MS (ESI): 474 [M+H]+. Starting materials: ClC1=C(C=CC=C1C=1N=C(SC1C1=NC(=NC=C1)Cl)C(C)(C)C)NS(=O)(=O)C1=COC=C1 (N-{2-chloro-3-[5-(2-chloro-4-pyrimidinyl)-2-(1,1-dimethylethyl)-1,3-thiazol-4-yl]phenyl}-3-furansulfonamide), C(=O)[O-].[NH4+] (ammonium formate).